Dataset: the Open Reaction Database (ORD), a public repository of structured organic reaction records. Task: describe an organic reaction: reactants, conditions, products, and yield The reactants are C(C)OC(C(CC1=C(C=C(C=C1)OCCCC=1N=C(SC1C)C1=CC=C(C=C1)C(C)(C)C)C)OCC)=O ([rac]-3-(4-{3-[2-(4-tert-butyl-phenyl)-5-methyl-thiazol-4-yl]-propoxy}-2-methyl-phenyl)-2-ethoxy-propionic acid ethyl ester), [Li+].[OH-] (LiOH). Product: C(C)(C)(C)C1=CC=C(C=C1)C=1SC(=C(N1)CCCOC1=CC(=C(C=C1)CC(C(=O)O)OCC)C)C ([rac]-3-(4-{3-[2-(4-tert-butyl-phenyl)-5-methyl-thiazol-4-yl]-propoxy}-2-methyl-phenyl)-2-ethoxy-propionic acid). RXN SMILES: C([O:3][C:4](=[O:37])[CH:5]([O:34][CH2:35][CH3:36])[CH2:6][C:7]1[CH:12]=[CH:11][C:10]([O:13][CH2:14][CH2:15][CH2:16][C:17]2[N:18]=[C:19]([C:23]3[CH:28]=[CH:27][C:26]([C:29]([CH3:32])([CH3:31])[CH3:30])=[CH:25][CH:24]=3)[S:20][C:21]=2[CH3:22])=[CH:9][C:8]=1[CH3:33])C.[Li+].[OH-]>>[C:29]([C:26]1[CH:25]=[CH:24][C:23]([C:19]2[S:20][C:21]([CH3:22])=[C:17]([CH2:16][CH2:15][CH2:14][O:13][C:10]3[CH:11]=[CH:12][C:7]([CH2:6][CH:5]([O:34][CH2:35][CH3:36])[C:4]([OH:37])=[O:3])=[C:8]([CH3:33])[CH:9]=3)[N:18]=2)=[CH:28][CH:27]=1)([CH3:32])([CH3:30])[CH3:31] |f:1.2|. Reported procedure: In analogy to the procedure described in example 10 d], [rac]-3-(4-{3-[2-(4-tert-butyl-phenyl)-5-methyl-thiazol-4-yl]-propoxy}-2-methyl-phenyl)-2-ethoxy-propionic acid ethyl ester was treated with LiOH to obtain [rac]-3-(4-{3-[2-(4-tert-butyl-phenyl)-5-methyl-thiazol-4-yl]-propoxy}-2-methyl-phenyl)-2-ethoxy-propionic acid as colorless liquid.